Dataset: the Open Reaction Database (ORD), a public repository of structured organic reaction records. Task: describe an organic reaction: reactants, conditions, products, and yield The reactants are F[B-](F)(F)F, COC(=O)c1c(Br)c(F)cc2[nH]ncc12, O=C([O-])O, C[O+](C)C, CCOC(C)=O, [Na+]. The product is COC(=O)c1c(Br)c(F)cc2nn(C)cc12. Reaction SMILES: [B-:16]([F:17])([F:18])([F:19])[F:20].[Br:1][c:2]1[c:3]([C:12](=[O:13])[O:14][CH3:15])[c:4]2[cH:5][n:6][nH:7][c:8]2[cH:9][c:10]1[F:11].[C:31](=[O:32])([O-:33])[OH:34].[CH3:21][O+:22]([CH3:23])[CH3:24].[CH3:25][CH2:26][O:27][C:28](=[O:29])[CH3:30].[Na+:35]>>[Br:1][c:2]1[c:3]([C:12](=[O:13])[O:14][CH3:15])[c:4]2[cH:5][n:6]([CH3:21])[n:7][c:8]2[cH:9][c:10]1[F:11].